This data is from the Open Reaction Database (ORD), a public repository of structured organic reaction records. The task is: describe an organic reaction: reactants, conditions, products, and yield The reactants are ClC=1C2=C(N=CN1)N=CC=C2 (4-chloropyridino[2,3-d]pyrimidine), NC1=C([Se]C(=C1)C(C)(C)C)C(=O)N (3-amino-5-tert-butylselenophene-2-carboxamide), CN(C)C=O.[OH-].[Na+] (DMF NaOH). Procedure: The reaction of 4-chloropyridino[2,3-d]pyrimidine with 3-amino-5-tert-butylselenophene-2-carboxamide in the presence of DMF/NaOH as described in Example 1 gave title compound as a yellow color solid, mp 222-224° C. IR (KBr) vmax 3310, 3180, 2961, 1616, 1572, 1383, 1332, 1316, 1280, 1245, 1226, 1090 cm−1; 1H NMR (400 MHz, CDCl3+DMSO-d6): δ 9.10 (1H, dd, J=4.4, 1.6 Hz), 8.96 (1H, s), 8.81 (1H, s), 8.55 (1H, dd, J=8.4, 1.6 Hz), 7.54 (1H, dd, J=8.4, 4.4 Hz), 6.50 (2H, br s), 1.48 (9H, s); 13C NMR (1... Yields the product C(C)(C)(C)C1=CC(=C([Se]1)C(=O)N)NC=1C2=C(N=CN1)N=CC=C2 (5-tert-Butyl-3-(pyridino[2,3-d]pyrimidin-4-ylamino)selenophene-2-carboxamide). As a reaction SMILES: Cl[C:2]1[C:3]2[CH:11]=[CH:10][CH:9]=[N:8][C:4]=2[N:5]=[CH:6][N:7]=1.[NH2:12][C:13]1[CH:17]=[C:16]([C:18]([CH3:21])([CH3:20])[CH3:19])[Se:15][C:14]=1[C:22]([NH2:24])=[O:23].CN(C=O)C.[OH-].[Na+]>>[C:18]([C:16]1[Se:15][C:14]([C:22]([NH2:24])=[O:23])=[C:13]([NH:12][C:2]2[C:3]3[CH:11]=[CH:10][CH:9]=[N:8][C:4]=3[N:5]=[CH:6][N:7]=2)[CH:17]=1)([CH3:21])([CH3:19])[CH3:20] |f:2.3.4|. Reactants: C(CCC)(=O)C(C(=O)OCC)=COCC (ethyl 2-butyryl-3-ethoxyacrylate), NC1=C(CO)C=CC=C1 (2-aminobenzyl alcohol). Run in petroleum ether. The product is C(CCC)(=O)C(C(=O)OCC)=CNC1=C(C=CC=C1)CO (ethyl 2-butyryl-3 -(2-(hydroxymethyl)-phenylamino)acrylate). RXN SMILES: [C:1]([C:6](=[CH:12]OCC)[C:7]([O:9][CH2:10][CH3:11])=[O:8])(=[O:5])[CH2:2][CH2:3][CH3:4].[NH2:16][C:17]1[CH:24]=[CH:23][CH:22]=[CH:21][C:18]=1[CH2:19][OH:20]>>[C:1]([C:6](=[CH:12][NH:16][C:17]1[CH:24]=[CH:23][CH:22]=[CH:21][C:18]=1[CH2:19][OH:20])[C:7]([O:9][CH2:10][CH3:11])=[O:8])(=[O:5])[CH2:2][CH2:3][CH3:4]. Procedure: A mixture of ethyl 2-butyryl-3-ethoxyacrylate (23.5 g, 0.11 mol) and 2-aminobenzyl alcohol (12.3 g, 0.1 mol) was heated to 100° for 10 minutes, then diluted with petroleum ether. On cooling, ethyl 2-butyryl-3-(2-(hydroxymethyl)phenylamino)acrylate (24.9 g, 85%) crystallized as a mixture of E/Z isomers, and was filtered off and washed with petroleum ether.